This data is from the Open Reaction Database (ORD), a public repository of structured organic reaction records. The task is: describe an organic reaction: reactants, conditions, products, and yield Reactants: COc1ccc(CON)cc1, CC(=O)c1cnc2nnn(Cc3ccc4ncccc4c3)c2n1. Yields the product COc1ccc(CON=C(C)c2cnc3nnn(Cc4ccc5ncccc5c4)c3n2)cc1. As a reaction SMILES: [CH3:24][O:25][c:26]1[cH:27][cH:28][c:29]([CH2:30][O:31][NH2:32])[cH:33][cH:34]1.[n:1]1[cH:2][cH:3][cH:4][c:5]2[cH:6][c:7]([CH2:11][n:12]3[n:13][n:14][c:15]4[c:16]3[n:17][c:18]([C:21]([CH3:22])=[O:23])[cH:19][n:20]4)[cH:8][cH:9][c:10]12>>[n:1]1[cH:2][cH:3][cH:4][c:5]2[cH:6][c:7]([CH2:11][n:12]3[n:13][n:14][c:15]4[c:16]3[n:17][c:18]([C:21]([CH3:22])=[N:32][O:31][CH2:30][c:29]3[cH:28][cH:27][c:26]([O:25][CH3:24])[cH:34][cH:33]3)[cH:19][n:20]4)[cH:8][cH:9][c:10]12. Starting materials: ClC=1C=NC=C(C1)OC1=C(C=C(C=C1)C(F)(F)F)N (4-(3-chloro-5-pyridyloxy)-3-aminobenzotrifluoride), COC1=CC=C(C=C1)S(=O)(=O)Cl (4-methoxybenzenesulfonyl chloride). Solvent: CCOCC (ether). Product: ClC=1C=NC=C(C1)OC1=C(C=C(C=C1)C(F)(F)F)NS(=O)(=O)C1=CC=C(C=C1)OC (4-(3-chloro-5-pyridyloxy)-3-(4-methoxybenzenesulfonamido)benzotrifluoride). Reaction SMILES: [Cl:1][C:2]1[CH:3]=[N:4][CH:5]=[C:6]([O:8][C:9]2[CH:14]=[CH:13][C:12]([C:15]([F:18])([F:17])[F:16])=[CH:11][C:10]=2[NH2:19])[CH:7]=1.[CH3:20][O:21][C:22]1[CH:27]=[CH:26][C:25]([S:28](Cl)(=[O:30])=[O:29])=[CH:24][CH:23]=1>CCOCC>[Cl:1][C:2]1[CH:3]=[N:4][CH:5]=[C:6]([O:8][C:9]2[CH:14]=[CH:13][C:12]([C:15]([F:17])([F:16])[F:18])=[CH:11][C:10]=2[NH:19][S:28]([C:25]2[CH:24]=[CH:23][C:22]([O:21][CH3:20])=[CH:27][CH:26]=2)(=[O:30])=[O:29])[CH:7]=1. Reported procedure: Using the method of Example 17.4, 4-(3-chloro-5-pyridyloxy)-3-aminobenzotrifluoride (0.41 g) and 4-methoxybenzenesulfonyl chloride ((0.30 g ) were combined to provide the title compound (0.236 g) as a crystalline solid following flash chromatography and trituration with ether. Reactants: O (water), [Cl-].COC(CCC(=O)O)=O (succinic acid monomethyl ester monochloride), C(CCC)NCC1=CC=C(C=C1)C1=C(C=CC=C1)C#N (N-butyl-N-(2'-cyanobiphenyl-4-ylmethyl)-amine), CCN(C(C)C)C(C)C (Hunig base). Solvent: C(C)(=O)OCC (ethyl acetate), C(C)(=O)OCC (ethyl acetate). Reaction conditions: time 1 hour. The product is C(CCC)N(C(CCC(=O)OC)=O)CC1=CC=C(C=C1)C1=C(C=CC=C1)C#N (3-methoxycarbonylpropanoic acid N-butyl-N-(2'-cyanobiphenyl-4-ylmethyl)-amide). Reaction SMILES: [Cl-].[CH3:2][O:3][C:4](=[O:10])[CH2:5][CH2:6][C:7](O)=[O:8].[CH2:11]([NH:15][CH2:16][C:17]1[CH:22]=[CH:21][C:20]([C:23]2[CH:28]=[CH:27][CH:26]=[CH:25][C:24]=2[C:29]#[N:30])=[CH:19][CH:18]=1)[CH2:12][CH2:13][CH3:14].CCN(C(C)C)C(C)C.O>C(OCC)(=O)C>[CH2:11]([N:15]([CH2:16][C:17]1[CH:22]=[CH:21][C:20]([C:23]2[CH:28]=[CH:27][CH:26]=[CH:25][C:24]=2[C:29]#[N:30])=[CH:19][CH:18]=1)[C:7](=[O:8])[CH2:6][CH2:5][C:4]([O:3][CH3:2])=[O:10])[CH2:12][CH2:13][CH3:14] |f:0.1|. Procedure: A solution of 5.1 g (34 mmol) of succinic acid monomethyl ester monochloride in 20 ml of ethyl acetate is added dropwise, while cooling with ice, to a solution of 6.0 g (22.7 mmol) of N-butyl-N-(2'-cyanobiphenyl-4-ylmethyl)-amine and 13 ml of Hunig base in 100 ml of ethyl acetate. The reaction mixture is stirred at from 0° to 5° for 1 hour and then 30 ml of water are added. The organic phase is washed in succession with 30 ml of 2N hydrochloric acid, water and saturated potassium hydrogen carbon... Procedure details: A solution of 6.14 g (19.0 mmoles) 1-benzoyl-4-(phenylmethyl)-4-piperidinecarboxylic acid in 61 ml concentrated sulfuric acid was stirred 18 hours at room temperature to give a deep red solution. The solution was carefully diluted with ice-bath cooling with 300 ml H2O and extracted with 3×300 ml ethyl acetate. The extract was washed with 25 ml water and brine, dried, and the solvent was removed in vacuo to give a white foam. The foam was stirred under ether and filtered off to give 3.61 g (62%) ... Starting materials: C(C1=CC=CC=C1)(=O)N1CCC(CC1)(C(=O)O)CC1=CC=CC=C1 (1-benzoyl-4-(phenylmethyl)-4-piperidinecarboxylic acid), O (H2O). Yields the product C(C1=CC=CC=C1)(=O)N1CCC2(CC1)C(C1=CC=CC=C1C2)=O (1'-Benzoyl-1,3-dihydro-1-oxospiro-[2H-indene-2,4'-piperidine]). Solvent: S(O)(O)(=O)=O (sulfuric acid). RXN SMILES: [C:1]([N:9]1[CH2:14][CH2:13][C:12]([CH2:18][C:19]2[CH:24]=[CH:23][CH:22]=[CH:21][CH:20]=2)([C:15](O)=[O:16])[CH2:11][CH2:10]1)(=[O:8])[C:2]1[CH:7]=[CH:6][CH:5]=[CH:4][CH:3]=1.O>S(=O)(=O)(O)O>[C:1]([N:9]1[CH2:14][CH2:13][C:12]2([CH2:18][C:19]3[C:20](=[CH:21][CH:22]=[CH:23][CH:24]=3)[C:15]2=[O:16])[CH2:11][CH2:10]1)(=[O:8])[C:2]1[CH:7]=[CH:6][CH:5]=[CH:4][CH:3]=1. The yield is 62.2%. Reactants: CC(C)(C)C(=O)Cl, CS(=O)(=O)O, Cc1cc(C2C(=O)Oc3c2cc(C(C)(C)C)cc3C(C)(C)C)cc(C)c1O, Cc1ccccc1C. The product is Cc1cc(C2C(=O)Oc3c2cc(C(C)(C)C)cc3C(C)(C)C)cc(C)c1OC(=O)C(C)(C)C. Reaction SMILES: [C:1]([C:2]([CH3:3])([CH3:4])[CH3:5])(=[O:6])[Cl:7].[CH3:35][S:36](=[O:37])(=[O:38])[OH:39].[CH3:8][c:9]1[cH:10][c:11]([CH:17]2[C:18](=[O:34])[O:19][c:20]3[c:21]2[cH:22][c:23]([C:30]([CH3:31])([CH3:32])[CH3:33])[cH:24][c:25]3[C:26]([CH3:27])([CH3:28])[CH3:29])[cH:12][c:13]([CH3:16])[c:14]1[OH:15].[c:40]1([CH3:41])[c:42]([CH3:43])[cH:44][cH:45][cH:46][cH:47]1>>[C:1]([C:2]([CH3:3])([CH3:4])[CH3:5])(=[O:6])[O:15][c:14]1[c:9]([CH3:8])[cH:10][c:11]([CH:17]2[C:18](=[O:34])[O:19][c:20]3[c:21]2[cH:22][c:23]([C:30]([CH3:31])([CH3:32])[CH3:33])[cH:24][c:25]3[C:26]([CH3:27])([CH3:28])[CH3:29])[cH:12][c:13]1[CH3:16]. The reactants are O=C1CCC(=O)N1ON1C(=O)CCC1=O, CCOC(=O)CNC(=O)CN, CC(C)(Oc1ccc(Cl)cc1)C(=O)O. Product: CCOC(=O)CNC(=O)CNC(=O)C(C)(C)Oc1ccc(Cl)cc1. As a reaction SMILES: [C:12]1(=[O:13])[N:14]([O:15][N:16]2[C:17](=[O:18])[CH2:19][CH2:20][C:21]2=[O:22])[C:23](=[O:24])[CH2:25][CH2:26]1.[CH2:1]([CH3:2])[O:3][C:4]([CH2:5][NH:6][C:7]([CH2:8][NH2:9])=[O:10])=[O:11].[Cl:27][c:28]1[cH:29][cH:30][c:31]([O:32][C:33]([C:34](=[O:35])[OH:36])([CH3:37])[CH3:38])[cH:39][cH:40]1>>[CH2:1]([CH3:2])[O:3][C:4]([CH2:5][NH:6][C:7]([CH2:8][NH:9][C:34]([C:33]([O:32][c:31]1[cH:30][cH:29][c:28]([Cl:27])[cH:40][cH:39]1)([CH3:37])[CH3:38])=[O:35])=[O:10])=[O:11]. Starting materials: [OH-].[Na+] (sodium hydroxide), [OH-].[Na+] (NaOH), ClC1=C(C=CC(=C1)Cl)C1=NNC(=C1)O (3-(2,4-dichlorophenyl)-5-hydroxy-1H-pyrazol), ClC(F)F (chlorodifluoromethane). Solvent: O (water), O (water), O1CCOCC1 (dioxane). Reaction conditions: time 6 hour. Yields the product ClC1=C(C=CC(=C1)Cl)C1=NNC(=C1)OC(F)F (3-(2,4-Dichlorophenyl)-5-difluoromethoxy-1H-pyrazole). Yield: 47.3%. Reaction SMILES: [Cl:1][C:2]1[CH:7]=[C:6]([Cl:8])[CH:5]=[CH:4][C:3]=1[C:9]1[CH:13]=[C:12]([OH:14])[NH:11][N:10]=1.[OH-].[Na+].Cl[CH:18]([F:20])[F:19]>O1CCOCC1.O>[Cl:1][C:2]1[CH:7]=[C:6]([Cl:8])[CH:5]=[CH:4][C:3]=1[C:9]1[CH:13]=[C:12]([O:14][CH:18]([F:20])[F:19])[NH:11][N:10]=1 |f:1.2|. Procedure details: 237 g of 3-(2,4-dichlorophenyl)-5-hydroxy-1H-pyrazol from Example 3.1 were initially charged in 2160 ml of dioxane. A solution of 84 g of sodium hydroxide in 250 ml of water was added, and the mixture was heated at reflux. With stirring, 620 g (7.17 mol, 6.9 eq.) of gaseous chlorodifluoromethane were introduced, and, during the addition, the pH was monitored continuously and when it approached the neutral range (pH 9) increased to pH 12 by addition of additional NaOH solution. After 6 h, the mix... Conditions: temperature 95 celsius. Starting materials: O1[C@@H](C1)COC1=C2CCC(NC2=CC=C1)=O ((S)-5-Oxiranylmethoxy-3,4-dihydro-1H-quinolin-2-one), C1=C(C=CC2=CC=CC=C12)N1[C@H]2C\C=C/C[C@@H](C1)NC2 (Z-(1S,6S)-7-naphthalen-2-yl-7,9-diaza-bicyclo[4.2.2]dec-3-ene), C(C)O (ethanol), CCN(C(C)C)C(C)C (DIPEA). Run in C(Cl)Cl (CH2Cl2). Procedure: (S)-5-Oxiranylmethoxy-3,4-dihydro-1H-quinolin-2-one (25 mg, 0.114 mmol) and Z-(1S,6S)-7-naphthalen-2-yl-7,9-diaza-bicyclo[4.2.2]dec-3-ene (30 mg, 0.114 mmol) were placed in a μW tube with ethanol (2 ml), CH2Cl2 (2 mL), DIPEA (100 μL, 0.576 mmol) and heated to 95° C. for 900 sec. The solvent was evaporated from the reaction mixture and the residue was purified via flash chromatography (gradient 10% to 100% Ethyl acetate/heptane) to yield the title compound as a residue. The product is OC(COC1=C2CCC(NC2=CC=C1)=O)CN1C2CC=CCC(C1)N(C2)C2=CC1=CC=CC=C1C=C2 (5-[2-Hydroxy-3-(9-naphthalen-2-yl-7,9-diaza-bicyclo[4.2.2]dec-3-en-7-yl)-propoxy]-3,4-dihydro-1H-quinolin-2-one). RXN SMILES: [O:1]1[CH2:3][C@H:2]1[CH2:4][O:5][C:6]1[CH:15]=[CH:14][CH:13]=[C:12]2[C:7]=1[CH2:8][CH2:9][C:10](=[O:16])[NH:11]2.[CH:17]1[C:26]2[C:21](=[CH:22][CH:23]=[CH:24][CH:25]=2)[CH:20]=[CH:19][C:18]=1[N:27]1[CH2:34][C@H:33]2[NH:35][CH2:36][C@@H:28]1[CH2:29][CH:30]=[CH:31][CH2:32]2.C(O)C.CCN(C(C)C)C(C)C>C(Cl)Cl>[OH:1][CH:2]([CH2:3][N:35]1[CH2:36][CH:28]2[N:27]([C:18]3[CH:19]=[CH:20][C:21]4[C:26](=[CH:25][CH:24]=[CH:23][CH:22]=4)[CH:17]=3)[CH2:34][CH:33]1[CH2:32][CH:31]=[CH:30][CH2:29]2)[CH2:4][O:5][C:6]1[CH:15]=[CH:14][CH:13]=[C:12]2[C:7]=1[CH2:8][CH2:9][C:10](=[O:16])[NH:11]2.